describe an organic reaction: reactants, conditions, products, and yield From a dataset of the Open Reaction Database (ORD), a public repository of structured organic reaction records. Starting materials: COC=1C=C2C=C(NC2=C(C1OC)OC)C(=O)OC (Methyl 5,6,7-trimethoxyindole-2-carboxylate), [OH-].[K+] (potassium hydroxide). The solvent is CO (methanol). Conditions: time 3 hour. Product: COC=1C=C2C=C(NC2=C(C1OC)OC)C(=O)O (5,6,7-trimethoxyindole-2-carboxylic acid). Reaction SMILES: [CH3:1][O:2][C:3]1[CH:4]=[C:5]2[C:9](=[C:10]([O:14][CH3:15])[C:11]=1[O:12][CH3:13])[NH:8][C:7]([C:16]([O:18]C)=[O:17])=[CH:6]2.[OH-].[K+]>CO>[CH3:1][O:2][C:3]1[CH:4]=[C:5]2[C:9](=[C:10]([O:14][CH3:15])[C:11]=1[O:12][CH3:13])[NH:8][C:7]([C:16]([OH:18])=[O:17])=[CH:6]2 |f:1.2|. Procedure: Methyl 5,6,7-trimethoxyindole-2-carboxylate (700 mg) was dissolved in methanol (13 mL), potassium hydroxide powder (450 mg) was added to the solution, and the mixture was stirred for 3 hours under reflux. After allowing the reaction mixture to cool, it was concentrated under reduced pressure, and water was added to the residue. The resultant water layer was washed with ether and then neutralized with diluted hydrochloric acid. Crystals deposited were collected by filtration and dried to obtain t...